Dataset: the Open Reaction Database (ORD), a public repository of structured organic reaction records. Task: describe an organic reaction: reactants, conditions, products, and yield Starting materials: [Cl-].[Mn+2].[Cl-] (manganese(II) chloride), C(C)N1CCNCCCN(CCNCCC1)CC (1,8-diethyl-1,4,8,11-tetraazacyclotetradecane). Product: [Cl-].[Cl-].[Mn+2].C(C)N1CCNCCCN(CCNCCC1)CC (1,8-diethyl-1,4,8,11-tetraazacyclotetradecane manganese(II) dichloride). The solvent is CC(=O)N(C)C (DMAC). Reaction conditions: temperature 100 celsius. Reported procedure: 12.6 g (0.1 mol) of manganese(II) chloride were dissolved in 100 ml of DMAC. The solution was admixed with 25.6 g (0.1 mol) of 1,8-diethyl-1,4,8,11-tetraazacyclotetradecane. The reaction mixture was heated at 100° C. for 5 hours. The resulting suspension was then cooled to room temperature, and the resulting solid was filtered off, washed with 50 ml of DMAC and then dried in vacuo at a temperature of 80° C. This gave 37.1 g of the pale grey complex, which corresponds to a yield of 97.0%. RXN SMILES: [Cl-:1].[Mn+2:2].[Cl-].[CH2:4]([N:6]1[CH2:19][CH2:18][CH2:17][NH:16][CH2:15][CH2:14][N:13]([CH2:20][CH3:21])[CH2:12][CH2:11][CH2:10][NH:9][CH2:8][CH2:7]1)[CH3:5]>CC(N(C)C)=O>[Cl-:1].[Cl-:1].[Mn+2:2].[CH2:4]([N:6]1[CH2:19][CH2:18][CH2:17][NH:16][CH2:15][CH2:14][N:13]([CH2:20][CH3:21])[CH2:12][CH2:11][CH2:10][NH:9][CH2:8][CH2:7]1)[CH3:5] |f:0.1.2,5.6.7.8|. Yield: 97.0%. The reactants are CC(C)(C)OC(=O)NS(=O)(=O)c1cccc2c1OCO2, Cc1cc(C)on1, CCN(C(C)C)C(C)C, ClCCl, O=C(O)C(F)(F)F. Product: NS(=O)(=O)c1cccc2c1OCO2, Cc1cc(C)on1. Reaction SMILES: [CH2:8]1[O:9][c:10]2[c:11]([S:17](=[O:18])(=[O:19])[NH:20][C:21]([O:22][C:23]([CH3:24])([CH3:25])[CH3:26])=[O:27])[cH:12][cH:13][cH:14][c:15]2[O:16]1.[CH3:1][c:2]1[n:3][o:4][c:5]([CH3:7])[cH:6]1.[CH:35]([N:36]([CH:37]([CH3:38])[CH3:39])[CH2:40][CH3:41])([CH3:42])[CH3:43].[Cl:44][CH2:45][Cl:46].[OH:28][C:29]([C:30]([F:31])([F:32])[F:33])=[O:34]>>[CH2:8]1[O:9][c:10]2[c:11]([S:17](=[O:18])(=[O:19])[NH2:20])[cH:12][cH:13][cH:14][c:15]2[O:16]1.[CH3:1][c:2]1[n:3][o:4][c:5]([CH3:7])[cH:6]1. Reactants: N1N=CN=C1 (1,2,4-triazole), ClC=1N=C(C2=C(N1)SC(=C2)CC)NCC2=CC(=C(C=C2)OC)Cl (2-chloro-6-ethyl-4-(3-chloro-4-methoxybenzylamino)-thieno-[2,3-d]-pyrimidine). Yields the product N1(N=CN=C1)C=1N=C(C2=C(N1)SC(=C2)CC)NCC2=CC(=C(C=C2)OC)Cl (2-(1,2,4-triazol-1-yl)-6-ethyl-4-(3-chloro-4-methoxybenzylamino)-thieno-[2,3-d]-pyrimidine). RXN SMILES: [NH:1]1[CH:5]=[N:4][CH:3]=[N:2]1.Cl[C:7]1[N:8]=[C:9]([NH:18][CH2:19][C:20]2[CH:25]=[CH:24][C:23]([O:26][CH3:27])=[C:22]([Cl:28])[CH:21]=2)[C:10]2[CH:15]=[C:14]([CH2:16][CH3:17])[S:13][C:11]=2[N:12]=1>>[N:1]1([C:7]2[N:8]=[C:9]([NH:18][CH2:19][C:20]3[CH:25]=[CH:24][C:23]([O:26][CH3:27])=[C:22]([Cl:28])[CH:21]=3)[C:10]3[CH:15]=[C:14]([CH2:16][CH3:17])[S:13][C:11]=3[N:12]=2)[CH:5]=[N:4][CH:3]=[N:2]1. Reported procedure: Following the procedure of Example 97, the reaction of 1,2,4-triazole with 2-chloro-6-ethyl-4-(3-chloro-4-methoxybenzylamino)-thieno-[2,3-d]-pyrimidine gives 2-(1,2,4-triazol-1-yl)-6-ethyl-4-(3-chloro-4-methoxybenzylamino)-thieno-[2,3-d]-pyrimidine. Starting materials: ONC(CC(OC)OC)=N (N-hydroxy-3,3-dimethoxypropanimidamide), raw materials, Example 19, FC1=CC=C(C(=O)O)C=C1 (4-fluorobenzoic acid). Yields the product COC(CC1=NOC(=N1)C1=CC=C(C=C1)F)OC (3-(2,2-Dimethoxyethyl)-5-(4-fluorophenyl)-1,2,4-oxadiazole). As a reaction SMILES: [OH:1][NH:2][C:3](=[NH:10])[CH2:4][CH:5]([O:8][CH3:9])[O:6][CH3:7].[F:11][C:12]1[CH:20]=[CH:19][C:15]([C:16](O)=O)=[CH:14][CH:13]=1>>[CH3:7][O:6][CH:5]([O:8][CH3:9])[CH2:4][C:3]1[N:10]=[C:16]([C:15]2[CH:19]=[CH:20][C:12]([F:11])=[CH:13][CH:14]=2)[O:1][N:2]=1. Procedure: By using N-hydroxy-3,3-dimethoxypropanimidamide obtained in Reference Example 19 (1.0 g, 6.8 mmol) and 4-fluorobenzoic acid (0.99 g, 7.1 mmol) as the raw materials, the same procedure as in Reference Example 20 was carried out to obtain the title compound (1.4 g) (colorless oil). Starting materials: [Sn] (tin), CC1=C2N(C3=CC=CC=C13)CCCC2=O (10-Methyl-6,7,8,9-tetrahydropyrido[1,2-a]indol-9-one), [Br-].[Br-].[Br-].C[N+](C1=CC=CC=C1)(C)C.C[N+](C)(C)C1=CC=CC=C1.C[N+](C)(C)C1=CC=CC=C1 (trimethylphenylammonium tribromide). Solvent: C(Cl)Cl (methylene chloride), C(Cl)Cl (methylene chloride). Conditions: temperature 10 celsius, time 30 hour. Yields the product BrC1C(C=2N(C3=CC=CC=C3C2C)CC1)=O (8-Bromo-10-methyl-6,7,8,9-tetrahydropyrido[1,2-a]indol-9-one). The yield is 86.8%. As a reaction SMILES: [Sn].[CH3:2][C:3]1[C:11]2[C:6](=[CH:7][CH:8]=[CH:9][CH:10]=2)[N:5]2[CH2:12][CH2:13][CH2:14][C:15](=[O:16])[C:4]=12.[Br-:17].[Br-].[Br-].C[N+](C)(C)C1C=CC=CC=1.C[N+](C1C=CC=CC=1)(C)C.C[N+](C1C=CC=CC=1)(C)C>C(Cl)Cl>[Br:17][CH:14]1[CH2:13][CH2:12][N:5]2[C:6]3[C:11]([C:3]([CH3:2])=[C:4]2[C:15]1=[O:16])=[CH:10][CH:9]=[CH:8][CH:7]=3 |f:2.3.4.5.6.7,^3:0|. Reported procedure: The reaction was performed in the dark (the flask wrapped in a tin-foil), and with the provision for maintaining a nitrogen atmosphere. To a solution of 10-methyl-6,7,8,9-tetrahydropyrido[1,2-a]indol-9-one (described in Example 7, 49.75 g) in methylene chloride (250 mL) was added a solution of trimethylphenylammonium tribromide (94 g) in methylene chloride (1200 mL) as fast as possible (over 2 min); the inside temperature was maintained at 10° C. The reaction mixture was stirred at room temperat... Starting materials: C(C)(C)OC(C)C (diisopropyl ether), C1(=CC=CC=C1)CCC(=O)OC (methyl 3-phenylpropionate), C(CCC)O (n-butanol), Example 1. Reagents/catalysts: [Zn] (zinc). Yields the product C1(=CC=CC=C1)CCC(=O)OCCCC (butyl 3-phenylpropionate). As a reaction SMILES: [C:1]1([CH2:7][CH2:8][C:9]([O:11][CH3:12])=[O:10])[CH:6]=[CH:5][CH:4]=[CH:3][CH:2]=1.[CH2:13](O)[CH2:14][CH2:15]C.C(OC(C)C)(C)C>[Zn]>[C:1]1([CH2:7][CH2:8][C:9]([O:11][CH2:12][CH2:13][CH2:14][CH3:15])=[O:10])[CH:6]=[CH:5][CH:4]=[CH:3][CH:2]=1. Reported procedure: Under a nitrogen atmosphere, a mixture of methyl 3-phenylpropionate (3.0 mmol), n-butanol (3.6 mmol), the zinc cluster obtained in the above-described Example 1 (0.0375 mmol), and diisopropyl ether (5.0 ml) was refluxed for 18 hours. As a result, butyl 3-phenylpropionate was obtained quantitatively. The reactants are CCN=C=O, C1CCOC1, [H-], [Na+], c1ccc2[nH]ccc2c1. Yields the product CCNC(=O)n1ccc2ccccc21. Reaction SMILES: [CH2:12]([CH3:13])[N:14]=[C:15]=[O:16].[CH2:17]1[O:18][CH2:19][CH2:20][CH2:21]1.[H-:2].[Na+:1].[nH:3]1[cH:4][cH:5][c:6]2[cH:7][cH:8][cH:9][cH:10][c:11]12>>[n:3]1([C:15]([NH:14][CH2:12][CH3:13])=[O:16])[cH:4][cH:5][c:6]2[cH:7][cH:8][cH:9][cH:10][c:11]12. Reaction SMILES: [Br:1][C:2]1[CH:3]=[C:4]2[C:9](=[CH:10][CH:11]=1)[N:8]=[CH:7][C:6]([C:12](=[O:16])[CH:13]([CH3:15])[CH3:14])=[C:5]2Cl.[NH2:18][C@H:19]1[CH2:24][CH2:23][C@H:22]([NH:25][C:26](=[O:32])[O:27][C:28]([CH3:31])([CH3:30])[CH3:29])[CH2:21][CH2:20]1>>[Br:1][C:2]1[CH:3]=[C:4]2[C:9](=[CH:10][CH:11]=1)[N:8]=[CH:7][C:6]([C:12](=[O:16])[CH:13]([CH3:15])[CH3:14])=[C:5]2[NH:18][C@H:19]1[CH2:24][CH2:23][C@H:22]([NH:25][C:26](=[O:32])[O:27][C:28]([CH3:30])([CH3:29])[CH3:31])[CH2:21][CH2:20]1. Yields the product BrC=1C=C2C(=C(C=NC2=CC1)C(C(C)C)=O)N[C@@H]1CC[C@H](CC1)NC(OC(C)(C)C)=O (tert-Butyl trans-4-(6-bromo-3-isobutyrylquinolin-4-ylamino)cyclohexylcarbamate). Yield: 81.6%. Reported procedure: Following general procedure B, 1-(6-bromo-4-chloroquinolin-3-yl)-2-methylpropan-1-one (10 g, 32.0 mmol) was reacted with tert-butyl trans-4-aminocyclohexylcarbamate (10.3 g, 48.0 mmol) to afford the desired product (12.8 g, 81%) as an off-white solid: ESI MS m/z 491 [C24H32BrN3O3+H]+. The reactants are BrC=1C=C2C(=C(C=NC2=CC1)C(C(C)C)=O)Cl (1-(6-bromo-4-chloroquinolin-3-yl)-2-methylpropan-1-one), N[C@@H]1CC[C@H](CC1)NC(OC(C)(C)C)=O (tert-butyl trans-4-aminocyclohexylcarbamate). The reactants are B(Br)(Br)Br (BBr3), C(C)(=O)N1C(CC(C2=CC(=CC=C12)NC(C1=C(C=CC=C1)OC)=O)(C)C1=CC=CC=C1)(C)C (1-acetyl-6-(2-methoxybenzoyl)amino-4-phenyl-1,2,3,4-tetrahydro-2,2,4-trimethylquinoline), O (Water). The solvent is ClCCl (dichloromethane). Reaction conditions: time 4 hour. Product: C(C)(=O)N1C(CC(C2=CC(=CC=C12)NC(C1=C(C=CC=C1)O)=O)(C)C1=CC=CC=C1)(C)C (1-Acetyl-6-(2-hydroxybenzoyl)amino-4-phenyl-1,2,3,4-tetrahydro-2,2,4-trimethylquinoline). Reaction SMILES: B(Br)(Br)Br.[C:5]([N:8]1[C:17]2[C:12](=[CH:13][C:14]([NH:18][C:19](=[O:28])[C:20]3[CH:25]=[CH:24][CH:23]=[CH:22][C:21]=3[O:26]C)=[CH:15][CH:16]=2)[C:11]([C:30]2[CH:35]=[CH:34][CH:33]=[CH:32][CH:31]=2)([CH3:29])[CH2:10][C:9]1([CH3:37])[CH3:36])(=[O:7])[CH3:6].O>ClCCl>[C:5]([N:8]1[C:17]2[C:12](=[CH:13][C:14]([NH:18][C:19](=[O:28])[C:20]3[CH:25]=[CH:24][CH:23]=[CH:22][C:21]=3[OH:26])=[CH:15][CH:16]=2)[C:11]([C:30]2[CH:35]=[CH:34][CH:33]=[CH:32][CH:31]=2)([CH3:29])[CH2:10][C:9]1([CH3:37])[CH3:36])(=[O:7])[CH3:6]. Procedure: BBr3 (0.69 ml) was added dropwise to a solution of 1-acetyl-6-(2-methoxybenzoyl)amino-4-phenyl-1,2,3,4-tetrahydro-2,2,4-trimethylquinoline (0.64 g) in dichloromethane (40 mL). After stirring for 4 h, TLC indicated complete conversion. Water was added to the reaction mixture and stirring was continued for 15 min. The mixture was washed with 5% aq. NaHCO3 and water. The organic layer was dried (MgSO4) and concentrated in vacuo. The resulting product was used without further purification.